Dataset: the Open Reaction Database (ORD), a public repository of structured organic reaction records. Task: describe an organic reaction: reactants, conditions, products, and yield Product: CS(=O)c1cccc(Oc2ncc(F)cc2C(=O)NC2CCC(CO)CC2)c1. RXN SMILES: [CH:28]([CH3:29])([CH3:30])[OH:31].[O:32]1[CH2:33][CH2:34][CH2:35][CH2:36]1.[OH2:37].[OH:1][CH2:2][CH:3]1[CH2:4][CH2:5][CH:6]([NH:9][C:10]([c:11]2[c:12]([O:18][c:19]3[cH:20][c:21]([S:25][CH3:26])[cH:22][cH:23][cH:24]3)[n:13][cH:14][c:15]([F:17])[cH:16]2)=[O:27])[CH2:7][CH2:8]1>>[OH:1][CH2:2][CH:3]1[CH2:4][CH2:5][CH:6]([NH:9][C:10]([c:11]2[c:12]([O:18][c:19]3[cH:20][c:21]([S:25]([CH3:26])=[O:31])[cH:22][cH:23][cH:24]3)[n:13][cH:14][c:15]([F:17])[cH:16]2)=[O:27])[CH2:7][CH2:8]1. Starting materials: CC(C)O, C1CCOC1, O, CSc1cccc(Oc2ncc(F)cc2C(=O)NC2CCC(CO)CC2)c1. Procedure: By use of the procedures described in Example 25, nonanoic acid was alkylated with heptyl bromide and the resulting product was coupled with 5-amino-6-methylthioquinoline (Example 34) to give the title compound. Product: CSC=1C(=C2C=CC=NC2=CC1)NC(C(CCCCCCC)CCCCCCC)=O (N-(6-methylthioquinolin-5-yl)-2-heptylnonanoic amide). RXN SMILES: [C:1]([OH:11])(=O)[CH2:2][CH2:3][CH2:4][CH2:5][CH2:6][CH2:7][CH2:8][CH3:9].[CH2:12](Br)[CH2:13][CH2:14][CH2:15][CH2:16][CH2:17][CH3:18].[NH2:20][C:21]1[C:30]([S:31][CH3:32])=[CH:29][CH:28]=[C:27]2[C:22]=1[CH:23]=[CH:24][CH:25]=[N:26]2>>[CH3:32][S:31][C:30]1[C:21]([NH:20][C:1](=[O:11])[CH:2]([CH2:3][CH2:4][CH2:5][CH2:6][CH2:7][CH2:8][CH3:9])[CH2:12][CH2:13][CH2:14][CH2:15][CH2:16][CH2:17][CH3:18])=[C:22]2[C:27](=[CH:28][CH:29]=1)[N:26]=[CH:25][CH:24]=[CH:23]2. Reactants: C(CCCCCCCC)(=O)O (nonanoic acid), C(CCCCCC)Br (heptyl bromide), NC1=C2C=CC=NC2=CC=C1SC (5-amino-6-methylthioquinoline). The reactants are N1(CCCCC1)C=1C=C2C=3C(=C(N=CC3NC2=CC1)C(=O)O)C (6-piperidino-4-methyl-β-carboline-3-carboxylic acid). Reagents/catalysts: [Cu] (copper). The solvent is N1=CC=CC2=CC=CC=C12 (quinoline). Yields the product N1(CCCCC1)C=1C=C2C=3C(=CN=CC3NC2=CC1)C (6-piperidino-4-methyl-β-carboline). Isolated yield 32.2%. Reaction SMILES: [N:1]1([C:7]2[CH:8]=[C:9]3[C:17](=[CH:18][CH:19]=2)[NH:16][C:15]2[CH:14]=[N:13][C:12](C(O)=O)=[C:11]([CH3:23])[C:10]3=2)[CH2:6][CH2:5][CH2:4][CH2:3][CH2:2]1>N1C2C(=CC=CC=2)C=CC=1.[Cu]>[N:1]1([C:7]2[CH:8]=[C:9]3[C:17](=[CH:18][CH:19]=2)[NH:16][C:15]2[CH:14]=[N:13][CH:12]=[C:11]([CH3:23])[C:10]3=2)[CH2:2][CH2:3][CH2:4][CH2:5][CH2:6]1. Procedure details: 2.5 g of 6-piperidino-4-methyl-β-carboline-3-carboxylic acid are heated with 520 mg of copper powder in 50 ml of quinoline for 1.5 hours to 190°-220° C. bath temperature. After distilling off the quinoline in a bulb tube, it is dispersed in ethyl acetate/10% aqueous ammonia. The precipitate that is formed is filtered off and absorptively precipated with ethanol. The combined evaporation residue of the ethanol extraction and the ethyl acetate phase yields 690 mg of 6-piperidino-4-methyl-β-carboli... Starting materials: CC(C(=CC=1N=CN(C1)C(C1=CC=CC=C1)(C1=CC=CC=C1)C1=CC=CC=C1)C1=CC=CC=C1)C (4-(3-methyl-2-phenyl-but-1-enyl)-1-trityl-1H-imidazole), C(Cl)Cl (CH2Cl2). Reagents/catalysts: [Pd] (Pd/C). Solvent: CO (methanol). Reaction conditions: time 38 hour. Product: CC(C(CC=1N=CN(C1)C(C1=CC=CC=C1)(C1=CC=CC=C1)C1=CC=CC=C1)C1=CC=CC=C1)C (4-(3-methyl-2-phenyl-butyl)-1-trityl-1H-imidazole). Isolated yield 93.8%. Reaction SMILES: [CH3:1][CH:2]([CH3:35])[C:3]([C:29]1[CH:34]=[CH:33][CH:32]=[CH:31][CH:30]=1)=[CH:4][C:5]1[N:6]=[CH:7][N:8]([C:10]([C:23]2[CH:28]=[CH:27][CH:26]=[CH:25][CH:24]=2)([C:17]2[CH:22]=[CH:21][CH:20]=[CH:19][CH:18]=2)[C:11]2[CH:16]=[CH:15][CH:14]=[CH:13][CH:12]=2)[CH:9]=1.C(Cl)Cl>CO.[Pd]>[CH3:1][CH:2]([CH3:35])[CH:3]([C:29]1[CH:30]=[CH:31][CH:32]=[CH:33][CH:34]=1)[CH2:4][C:5]1[N:6]=[CH:7][N:8]([C:10]([C:17]2[CH:18]=[CH:19][CH:20]=[CH:21][CH:22]=2)([C:11]2[CH:12]=[CH:13][CH:14]=[CH:15][CH:16]=2)[C:23]2[CH:28]=[CH:27][CH:26]=[CH:25][CH:24]=2)[CH:9]=1. Procedure details: To a stirred solution of 4-(3-methyl-2-phenyl-but-1-enyl)-1-trityl-1H-imidazole (87 mg) at r.t. in methanol (4 ml) and CH2Cl2 (1 ml) under an argon atmosphere was added the 10% Pd/C (10 mg). The mixture was then stirred at r.t. under a hydrogen atmosphere for 38 hours. The catalyst was filtered off and washed with MeOH. The filtrate was concentrated to leave 4-(3-methyl-2-phenyl-butyl)-1-trityl-1H-imidazole (82 mg) of an off-white sticky solid which was used in the next step without further puri... The reactants are BrCCBr, O=C([O-])[O-], ClCCl, CO, CC#N, [K+], [K+], O=C(OCc1ccccc1)c1cc(C(=O)OCc2ccccc2)[nH]n1. Reaction SMILES: [Br:32][CH2:33][CH2:34][Br:35].[C:26](=[O:27])([O-:28])[O-:29].[CH2:36]([Cl:37])[Cl:38].[CH3:39][OH:40].[CH3:41][C:42]#[N:43].[K+:30].[K+:31].[nH:1]1[n:2][c:3]([C:16](=[O:17])[O:18][CH2:19][c:20]2[cH:21][cH:22][cH:23][cH:24][cH:25]2)[cH:4][c:5]1[C:6](=[O:7])[O:8][CH2:9][c:10]1[cH:11][cH:12][cH:13][cH:14][cH:15]1>>[n:1]1([CH2:34][CH2:33][Br:32])[n:2][c:3]([C:16](=[O:17])[O:18][CH2:19][c:20]2[cH:21][cH:22][cH:23][cH:24][cH:25]2)[cH:4][c:5]1[C:6](=[O:7])[O:8][CH2:9][c:10]1[cH:11][cH:12][cH:13][cH:14][cH:15]1. Yields the product O=C(OCc1ccccc1)c1cc(C(=O)OCc2ccccc2)n(CCBr)n1. Starting materials: C(CCCCO)O (1,5-pentanediol), S(=O)(=O)(C1=CC=C(C)C=C1)Cl (tosyl chloride). Yields the product S(=O)(=O)(C1=CC=C(C)C=C1)OCCCCCO (1,5-pentanediol monotosylate), material. Yield: 53.0%. RXN SMILES: [CH2:1]([OH:7])[CH2:2][CH2:3][CH2:4][CH2:5][OH:6].[S:8](Cl)([C:11]1[CH:17]=[CH:16][C:14]([CH3:15])=[CH:13][CH:12]=1)(=[O:10])=[O:9]>>[S:8]([O:6][CH2:5][CH2:4][CH2:3][CH2:2][CH2:1][OH:7])([C:11]1[CH:17]=[CH:16][C:14]([CH3:15])=[CH:13][CH:12]=1)(=[O:10])=[O:9]. Procedure details: By following a procedure of Reference Example 1, 6.2 g (60 mmole) of 1,5-pentanediol and 5.7 g (30 mmole) of tosyl chloride were treated to give 1,5-pentanediol monotosylate as a colorless oily material Yield 4.1 g (yield: 53%).